From a dataset of the Open Reaction Database (ORD), a public repository of structured organic reaction records. describe an organic reaction: reactants, conditions, products, and yield Starting materials: O=C(n1ccnc1)n1ccnc1, CCOC(C)=O, NNC(=O)c1ccc(O)cc1, O=C(O)CSc1ccc2ccccc2c1. The product is NN(C(=O)CSc1ccc2ccccc2c1)C(=O)c1ccc(O)cc1. Reaction SMILES: [C:16]([n:17]1[cH:18][cH:19][n:20][cH:21]1)([n:22]1[cH:23][cH:24][n:25][cH:26]1)=[O:27].[CH3:39][CH2:40][O:41][C:42]([CH3:43])=[O:44].[OH:28][c:29]1[cH:30][cH:31][c:32]([C:33](=[O:34])[NH:35][NH2:36])[cH:37][cH:38]1.[cH:1]1[c:2]([S:11][CH2:12][C:13](=[O:14])[OH:15])[cH:3][cH:4][c:5]2[cH:6][cH:7][cH:8][cH:9][c:10]12>>[cH:1]1[c:2]([S:11][CH2:12][C:13](=[O:15])[N:35]([C:33]([c:32]2[cH:31][cH:30][c:29]([OH:28])[cH:38][cH:37]2)=[O:34])[NH2:36])[cH:3][cH:4][c:5]2[cH:6][cH:7][cH:8][cH:9][c:10]12.